From a dataset of the Open Reaction Database (ORD), a public repository of structured organic reaction records. describe an organic reaction: reactants, conditions, products, and yield Reactants: C1CCOC1, O=C(O)c1cc(I)c(Oc2ccc(O)cc2)c(I)c1. Yields the product OCc1cc(I)c(Oc2ccc(O)cc2)c(I)c1. As a reaction SMILES: [CH2:20]1[O:21][CH2:22][CH2:23][CH2:24]1.[OH:1][c:2]1[cH:3][cH:4][c:5]([O:6][c:7]2[c:8]([I:17])[cH:9][c:10]([C:11](=[O:12])[OH:13])[cH:14][c:15]2[I:16])[cH:18][cH:19]1>>[OH:1][c:2]1[cH:3][cH:4][c:5]([O:6][c:7]2[c:8]([I:17])[cH:9][c:10]([CH2:11][OH:12])[cH:14][c:15]2[I:16])[cH:18][cH:19]1. Reactants: COc2ccc1cc(C(=O)N(C(C)C)C(C)C)ccc1c2 (substrate), CC2(C)COB(B1OCC(C)(C)CO1)OC2 (effective_coupling_partner). The reagents and catalysts are ICy. Reaction conditions: temperature 120 celsius, time 12 hour. Product: CC(C)N(C(=O)c4ccc3cc(c2ccc1cc(C(=O)N(C(C)C)C(C)C)ccc1c2)ccc3c4)C(C)C. Reactants: 2-methylaminopyrimidines, 19.7, isothiocyanates, [N+](=O)([O-])C1=C(C=CC=C1)S(=O)(=O)N=C=O (2-nitrobenzenesulfonylisocyanate), 2-methylamino-1,3,5-triazines, substituted benzenesulfonylisocyanates, CNC1=NC(=CC(=N1)SCCOC)C (2-methylamino-4-(2-methoxyethylthio)-6-methylpyrimidine). Solvent: C(Cl)Cl (methylene chloride). Yields the product COCCSC1=NC(=NC(=C1)C)N(C(=O)NS(=O)(=O)C1=C(C=CC=C1)[N+](=O)[O-])C (N-[N-[4-(2-methoxyethylthio)-6-methylpyrimidin-2-yl]-N-methylaminocarbonyl]-2-nitrobenzenesulfonamide). RXN SMILES: [CH3:1][NH:2][C:3]1[N:8]=[C:7]([S:9][CH2:10][CH2:11][O:12][CH3:13])[CH:6]=[C:5]([CH3:14])[N:4]=1.[N+:15]([C:18]1[CH:23]=[CH:22][CH:21]=[CH:20][C:19]=1[S:24]([N:27]=[C:28]=[O:29])(=[O:26])=[O:25])([O-:17])=[O:16]>C(Cl)Cl>[CH3:13][O:12][CH2:11][CH2:10][S:9][C:7]1[CH:6]=[C:5]([CH3:14])[N:4]=[C:3]([N:2]([CH3:1])[C:28]([NH:27][S:24]([C:19]2[CH:20]=[CH:21][CH:22]=[CH:23][C:18]=2[N+:15]([O-:17])=[O:16])(=[O:26])=[O:25])=[O:29])[N:8]=1. Procedure details: By using the procedure of Equation 2 with an equivalent amount of appropriate 2-methylaminopyrimidines or 2-methylamino-1,3,5-triazines and appropriately substituted benzenesulfonylisocyanates or isothiocyanates, the compounds of Table 3 can be prepared. For example, to a dry stirred solution of 19.7 parts of 2-methylamino-4-(2-methoxyethylthio)-6-methylpyrimidine in 300 parts of methylene chloride at ambient temperature is added 22.8 parts of 2-nitrobenzenesulfonylisocyanate. That mixture is st...